From a dataset of the Open Reaction Database (ORD), a public repository of structured organic reaction records. describe an organic reaction: reactants, conditions, products, and yield Reactants: C(C)OC1(CC1)O[Si](C)(C)C ((1-ethoxycyclopropoxy)trimethylsilane), N1CCCC1 (pyrrolidine), C[Si](C)(C)C#N (trimethylsilylcyanide), CCCCCCC.C(C)(=O)OCC (heptane ethyl acetate). Solvent: C(C)(=O)OCC (ethyl acetate). The product is N1(CCCC1)C1(CC1)C#N (1-(pyrrolidin-1-yl)cyclopropanecarbonitrile). Reaction SMILES: C(O[C:4]1(O[Si](C)(C)C)[CH2:6][CH2:5]1)C.[NH:12]1[CH2:16][CH2:15][CH2:14][CH2:13]1.C[Si]([C:21]#[N:22])(C)C.CCCCCCC.C(OCC)(=O)C>C(OCC)(=O)C>[N:12]1([C:4]2([C:21]#[N:22])[CH2:5][CH2:6]2)[CH2:16][CH2:15][CH2:14][CH2:13]1 |f:3.4|. Procedure details: The reaction of (1-ethoxycyclopropoxy)trimethylsilane 13 and pyrrolidine 14D with trimethylsilylcyanide yielded after column chromatography with a gradient of heptane/ethyl acetate (v:v 4:1) to ethyl acetate as solvent 1-(pyrrolidin-1-yl)cyclopropanecarbonitrile as a yellow oil (quant.). Reactants: N1C(C=CC=C1)=O (2-pyridone), ClC=1C(NC=C(C1)Cl)=O (3,5-dichloro-2-pyridone). The product is ClC=1C(NC=C(C1)Cl)=O (3,5-dichloro-2-pyridone), ClC=1C=CC(NC1)=O (5-chloropyridone), N1C(C=CC=C1)=O (2-pyridone). RXN SMILES: [Cl:1][C:2]1[C:3](=[O:9])[NH:4][CH:5]=[C:6]([Cl:8])[CH:7]=1.[NH:10]1[CH:15]=[CH:14][CH:13]=[CH:12][C:11]1=[O:16]>>[Cl:1][C:2]1[C:3](=[O:9])[NH:4][CH:5]=[C:6]([Cl:8])[CH:7]=1.[Cl:8][C:6]1[CH:7]=[CH:2][C:3](=[O:9])[NH:4][CH:5]=1.[NH:10]1[CH:15]=[CH:14][CH:13]=[CH:12][C:11]1=[O:16]. Reported procedure: The production of 3,5-dichloro-2-pyridone in a yield of 63 percent by chlorination, starting from 2-pyridone is known [Cava et al., J. Org. Chem. 23, 1614 (1958)]. According to U.S.S.R. Pat. No 194,823 (Appl. 4/20/1966), it is also known to obtain 3,5-dichloro-2-pyridone in mixture with 5-chloropyridone starting from 2-pyridone by reaction with tert-butyl hypochlorite. RXN SMILES: [Br:1][C:2]1[CH:10]=[C:9]2[C:5]([CH:6]=[CH:7][NH:8]2)=[CH:4][C:3]=1[F:11].[H-].[Na+].Br[CH2:15][C:16]([O:18][CH3:19])=[O:17]>CN(C=O)C>[Br:1][C:2]1[CH:10]=[C:9]2[C:5]([CH:6]=[CH:7][N:8]2[CH2:15][C:16]([O:18][CH3:19])=[O:17])=[CH:4][C:3]=1[F:11] |f:1.2|. Reaction conditions: time 1 hour. Isolated yield 76.4%. Procedure details: 6-Bromo-5-fluoro-1H-indole (10 g, 46.7 mmol) was dissolved in DMF (100 mL) and cooled to 0° C. in an ice bath before the addition of sodium hydride, 60% dispersion in mineral oil (3.74 g, 93 mmol) and methyl 2-bromoacetate (8.59 mL, 93 mmol). The ice bath was removed and the reaction mixture was stirred at RT for 1 hour. The reaction mixture was cooled with an ice bath once again then quenched with water (50 mL). The aqueous layer was extracted with DCM (3×200 mL). The organics were combined, pa... Reactants: [H-].[Na+] (sodium hydride), oil, BrCC(=O)OC (methyl 2-bromoacetate), BrC1=C(C=C2C=CNC2=C1)F (6-Bromo-5-fluoro-1H-indole). The solvent is CN(C)C=O (DMF). The product is BrC1=C(C=C2C=CN(C2=C1)CC(=O)OC)F (Methyl 2-(6-bromo-5-fluoro-1H-indol-1-yl)acetate). Reactants: CC(=O)O[BH-](OC(C)=O)OC(C)=O, COc1cc(-c2cc(CN3CCC(=O)CC3)ccn2)cc(OC)c1OC, CN, CCO, ClCCCl, [Na+], O. Yields the product CNC1CCN(Cc2ccnc(-c3cc(OC)c(OC)c(OC)c3)c2)CC1. As a reaction SMILES: [C:37]([O:38][BH-:39]([O:40][C:41](=[O:42])[CH3:43])[O:44][C:45](=[O:46])[CH3:47])(=[O:48])[CH3:49].[CH3:1][O:2][c:3]1[cH:4][c:5](-[c:13]2[n:14][cH:15][cH:16][c:17]([CH2:19][N:20]3[CH2:21][CH2:22][C:23](=[O:26])[CH2:24][CH2:25]3)[cH:18]2)[cH:6][c:7]([O:11][CH3:12])[c:8]1[O:9][CH3:10].[CH3:27][NH2:28].[CH3:34][CH2:35][OH:36].[Cl:30][CH2:31][CH2:32][Cl:33].[Na+:50].[OH2:29]>>[CH3:1][O:2][c:3]1[cH:4][c:5](-[c:13]2[n:14][cH:15][cH:16][c:17]([CH2:19][N:20]3[CH2:21][CH2:22][CH:23]([NH:28][CH3:27])[CH2:24][CH2:25]3)[cH:18]2)[cH:6][c:7]([O:11][CH3:12])[c:8]1[O:9][CH3:10]. Reactants: C(=O)=O (dry ice), FC1=C(C(=C(C(=C1F)F)F)F)F (hexafluorobenzene), ClC1=CC=2N(C(=C1)Cl)N=C(C2C(=O)N(C(OC(C)(C)C)=O)C)C2=CC=C(C=C2)F (tert-butyl 5,7-dichloro-2-(4-fluorophenyl)pyrazolo[1,5-a]pyridine-3-carbonyl(methyl)carbamate). Reagents/catalysts: [C-]#N.C(CCC)[N+](CCCC)(CCCC)CCCC (tetrabutylammoniumcyanide). The solvent is CC(=O)C (acetone), C1CCOC1 (THF), C1CCOC1 (THF), C1CCOC1 (THF). Reaction conditions: time 18 hour. The product is ClC1=CC=2N(C(=C1)F)N=C(C2C(=O)N(C(OC(C)(C)C)=O)C)C2=CC=C(C=C2)F (tert-butyl 5-chloro-7-fluoro-2-(4-fluorophenyl)pyrazolo[1,5-a]pyridine-3-carbonyl(methyl)carbamate). Reaction SMILES: [F:1]C1C(F)=C(F)C(F)=C(F)C=1F.C(=O)=O.[Cl:16][C:17]1[CH:22]=[C:21](Cl)[N:20]2[N:24]=[C:25]([C:38]3[CH:43]=[CH:42][C:41]([F:44])=[CH:40][CH:39]=3)[C:26]([C:27]([N:29]([CH3:37])[C:30](=[O:36])[O:31][C:32]([CH3:35])([CH3:34])[CH3:33])=[O:28])=[C:19]2[CH:18]=1>[C-]#N.C([N+](CCCC)(CCCC)CCCC)CCC.C1COCC1.CC(C)=O>[Cl:16][C:17]1[CH:22]=[C:21]([F:1])[N:20]2[N:24]=[C:25]([C:38]3[CH:43]=[CH:42][C:41]([F:44])=[CH:40][CH:39]=3)[C:26]([C:27]([N:29]([CH3:37])[C:30](=[O:36])[O:31][C:32]([CH3:33])([CH3:35])[CH3:34])=[O:28])=[C:19]2[CH:18]=1 |f:3.4|. Procedure details: To a solution containing tetrabutylammoniumcyanide and THF (0.912 mL, 1.0 M) was added a solution containing hexafluorobenzene and THF (0.760 mL, 0.2 M) at −35° C. (caution, exothermic). The solution was removed from cooling and maintained at ambient temperature for 150 min. The solution thus obtained was cooled to 0° C. (ice bath) and added dropwise with stirring to a pre-cooled solution (−50° C., dry ice, acetone) containing tert-butyl 5,7-dichloro-2-(4-fluorophenyl)pyrazolo[1,5-a]pyridine-3-c... The reactants are CC=1C(=CC=2C(CCCC2C1)(C)C)C#C ((5,6,7,8-tetrahydro-3,8,8-trimethylnaphth-2-yl)-ethyne), BrC1=CC=C(C#N)C=C1 (4-bromobenzonitrile). The product is CC=1C(=CC=2C(CCCC2C1)(C)C)C#CC1=CC=C(C#N)C=C1 (4-[(5,6,7,8-Tetrahydro-3,8,8-trimethylnaphth-2-yl)-ethynyl]-benzonitrile). Reaction SMILES: [CH3:1][C:2]1[C:3]([C:14]#[CH:15])=[CH:4][C:5]2[C:6]([CH3:13])([CH3:12])[CH2:7][CH2:8][CH2:9][C:10]=2[CH:11]=1.Br[C:17]1[CH:24]=[CH:23][C:20]([C:21]#[N:22])=[CH:19][CH:18]=1>>[CH3:1][C:2]1[C:3]([C:14]#[C:15][C:17]2[CH:24]=[CH:23][C:20]([C:21]#[N:22])=[CH:19][CH:18]=2)=[CH:4][C:5]2[C:6]([CH3:12])([CH3:13])[CH2:7][CH2:8][CH2:9][C:10]=2[CH:11]=1. Procedure details: Using a process similar to that described in Example 1c, 4.4 g (22 millimoles) of (5,6,7,8-tetrahydro-3,8,8-trimethylnaphth-2-yl)-ethyne and 2.7 g (15 millimoles) of 4-bromobenzonitrile were converted to the title compound. 1.3 g (29%) of product of melting point 128°-130° C. were obtained after recrystallization from ethanol.